This data is from the Open Reaction Database (ORD), a public repository of structured organic reaction records. The task is: describe an organic reaction: reactants, conditions, products, and yield The reactants are C(C)N1C=C(C(C2=CC(=C(C(=C12)F)F)F)=O)C(=O)O (1-ethyl-6,7,8-trifluoro-4-oxo-1,4-dihydroquinoline-3-carboxylic acid), Cl.Cl.C(C)N1CC2(CC1)CNCC2 (2-ethyl-2,7-diazaspiro[4.4]nonane dihydrochloride). Product: C(C)N1C=C(C(C2=CC(=C(C(=C12)F)N1CC2(CC1)CN(CC2)CC)F)=O)C(=O)O (1-Ethyl-6,8-difluoro-1,4-dihydro-7-(7-ethyl-2,7-diazaspiro[4.4]non-2-yl)-4-oxo-3-quinolinecarboxylic acid). As a reaction SMILES: [CH2:1]([N:3]1[C:12]2[C:7](=[CH:8][C:9]([F:15])=[C:10](F)[C:11]=2[F:13])[C:6](=[O:16])[C:5]([C:17]([OH:19])=[O:18])=[CH:4]1)[CH3:2].Cl.Cl.[CH2:22]([N:24]1[CH2:28][CH2:27][C:26]2([CH2:32][CH2:31][NH:30][CH2:29]2)[CH2:25]1)[CH3:23]>>[CH2:1]([N:3]1[C:12]2[C:7](=[CH:8][C:9]([F:15])=[C:10]([N:30]3[CH2:31][CH2:32][C:26]4([CH2:27][CH2:28][N:24]([CH2:22][CH3:23])[CH2:25]4)[CH2:29]3)[C:11]=2[F:13])[C:6](=[O:16])[C:5]([C:17]([OH:19])=[O:18])=[CH:4]1)[CH3:2] |f:1.2.3|. Reported procedure: The title compound was prepared according to example 26 by reacting 1-ethyl-6,7,8-trifluoro-4-oxo-1,4-dihydroquinoline-3-carboxylic acid with 2-ethyl-2,7-diazaspiro[4.4]nonane dihydrochloride, mp 199°-202° C. (dec). The reactants are C(C)N(C(=O)C=1C2=C(SC1)C=CC=C2)CC (benzo[b]thiophene-3-carboxylic acid diethylamide), O (water), C(Cl)(Cl)Cl (chloroform), C(CCC)[Li] (n-butyllithium), hexanes. Solvent: C(C)OCC (diethyl ether). Conditions: temperature 3 celsius, time 10 minute. The product is C1=CC=CC2=C1C1=C(S2)C(C2=C(SC3=C2C=CC=C3)C1=O)=O (Dibenzo[d,d′]benzo[1,2-b;4,5-b′]dithiophene-6,12-dione). RXN SMILES: C(N(CC)[C:4]([C:6]1[C:7]2[CH:14]=[CH:13][CH:12]=[CH:11][C:8]=2[S:9][CH:10]=1)=[O:5])C.[CH2:17]([Li])[CH2:18][CH2:19][CH3:20].[OH2:22].C(Cl)(Cl)Cl>C(OCC)C>[CH:17]1[C:6]2[C:7]3[C:14](=[O:22])[C:10]4[S:9][C:8]5[CH:11]=[CH:12][CH:13]=[CH:14][C:7]=5[C:6]=4[C:4](=[O:5])[C:8]=3[S:9][C:10]=2[CH:20]=[CH:19][CH:18]=1. Reported procedure: To a solution of benzo[b]thiophene-3-carboxylic acid diethylamide (14.0 g, 60 mmol) in diethyl ether (120 ml) is cooled to −78° C. Under an inert atmosphere a solution of n-butyllithium in hexanes (41.3 ml 1.6 N solution, 66 mmol) is then added within 15 minutes. There is a slight increase of the temperature by 3° C., and the mixture is allowed to stir for another 10 minutes at −78 . . . −75° C. Then the mixture is allowed to warm to ambient temperature. After ca. 1.5 hours a reddish brown suspe...